This data is from the Open Reaction Database (ORD), a public repository of structured organic reaction records. The task is: describe an organic reaction: reactants, conditions, products, and yield Starting materials: S(O)(O)(=O)=O (sulfuric acid), FC1=C(C=CC(=C1)F)[N+](=O)[O-] (2,4-difluoronitrobenzene), [Si](=O)=O (silicon dioxide), [OH-].[Li+] (lithium hydroxide). Run in O (water). The product is [N+](=O)([O-])C1=C(C=C(C=C1)F)O (2-nitro-5-fluorophenol). Isolated yield 73.5%. RXN SMILES: F[C:2]1[CH:7]=[C:6]([F:8])[CH:5]=[CH:4][C:3]=1[N+:9]([O-:11])=[O:10].[OH-].[Li+].[Si](=O)=[O:15].S(=O)(=O)(O)O>O>[N+:9]([C:3]1[CH:4]=[CH:5][C:6]([F:8])=[CH:7][C:2]=1[OH:15])([O-:11])=[O:10] |f:1.2|. Procedure: 59.1 g (1 mol) of 2,4-difluoronitrobenzene and 300 g of water are initially introduced and 52.7 g (2.2 mol) of 50% strength lithium hydroxide solution are added dropwise at 45° C. The temperature is allowed to rise to 55° C. as a result of the exothermic reaction. After the end of this addition (5 hours) 60.1 g of silicon dioxide (Aerosil) are added and the pH is adjusted to 1.5 with sulfuric acid. The product is distilled over by the introduction of steam and isolated as described in example 1.... Reactants: [BH4-], CCOC(=O)C(F)(F)C(O)c1cc(Br)ccc1F, CO, [Na+]. Product: OCC(F)(F)C(O)c1cc(Br)ccc1F. Reaction SMILES: [BH4-:19].[Br:1][c:2]1[cH:3][cH:4][c:5]([F:18])[c:6]([CH:8]([C:9]([C:10](=[O:11])[O:12][CH2:13][CH3:14])([F:15])[F:16])[OH:17])[cH:7]1.[CH3:21][OH:22].[Na+:20]>>[Br:1][c:2]1[cH:3][cH:4][c:5]([F:18])[c:6]([CH:8]([C:9]([CH2:10][OH:11])([F:15])[F:16])[OH:17])[cH:7]1. Starting materials: COC(=O)C(Cc1ccc(Br)cc1)NC(=O)c1cc(Cl)ccc1N, O=Cc1cccc2ccccc12, ClCCl. The product is COC(=O)C(Cc1ccc(Br)cc1)NC(=O)c1cc(Cl)ccc1NCc1cccc2ccccc12. As a reaction SMILES: [CH3:1][O:2][C:3]([CH:4]([CH2:5][c:6]1[cH:7][cH:8][c:9]([Br:12])[cH:10][cH:11]1)[NH:13][C:14]([c:15]1[c:16]([NH2:22])[cH:17][cH:18][c:19]([Cl:21])[cH:20]1)=[O:23])=[O:24].[CH:25](=[O:26])[c:27]1[cH:28][cH:29][cH:30][c:31]2[cH:32][cH:33][cH:34][cH:35][c:36]12.[Cl:37][CH2:38][Cl:39]>>[CH3:1][O:2][C:3]([CH:4]([CH2:5][c:6]1[cH:7][cH:8][c:9]([Br:12])[cH:10][cH:11]1)[NH:13][C:14]([c:15]1[c:16]([NH:22][CH2:25][c:27]2[cH:28][cH:29][cH:30][c:31]3[cH:32][cH:33][cH:34][cH:35][c:36]23)[cH:17][cH:18][c:19]([Cl:21])[cH:20]1)=[O:23])=[O:24]. Reactants: CCN=C=NCCCN(C)C, Cl, O=C(O)c1cccn(-c2ccc(F)cc2)c1=O, COc1cc2c(Oc3ccc(N)cc3F)ccnc2cc1OCC1CCN(C(=O)OC(C)(C)C)CC1, CN(C)C=O, On1nnc2ccccc21. The product is COc1cc2c(Oc3ccc(NC(=O)c4cccn(-c5ccc(F)cc5)c4=O)cc3F)ccnc2cc1OCC1CCN(C(=O)OC(C)(C)C)CC1. Reaction SMILES: [CH3:28][CH2:29][N:30]=[C:31]=[N:32][CH2:33][CH2:34][CH2:35][N:36]([CH3:37])[CH3:38].[ClH:39].[F:1][c:2]1[cH:3][cH:4][c:5](-[n:8]2[c:9](=[O:17])[c:10]([C:14](=[O:15])[OH:16])[cH:11][cH:12][cH:13]2)[cH:6][cH:7]1.[NH2:40][c:41]1[cH:42][c:43]([F:75])[c:44]([O:45][c:46]2[cH:47][cH:48][n:49][c:50]3[cH:51][c:52]([O:58][CH2:59][CH:60]4[CH2:61][CH2:62][N:63]([C:66](=[O:67])[O:68][C:69]([CH3:70])([CH3:71])[CH3:72])[CH2:64][CH2:65]4)[c:53]([O:56][CH3:57])[cH:54][c:55]23)[cH:73][cH:74]1.[O:76]=[CH:77][N:78]([CH3:79])[CH3:80].[OH:18][n:19]1[c:20]2[c:21]([cH:22][cH:23][cH:24][cH:25]2)[n:26][n:27]1>>[F:1][c:2]1[cH:3][cH:4][c:5](-[n:8]2[c:9](=[O:17])[c:10]([C:14](=[O:16])[NH:40][c:41]3[cH:42][c:43]([F:75])[c:44]([O:45][c:46]4[cH:47][cH:48][n:49][c:50]5[cH:51][c:52]([O:58][CH2:59][CH:60]6[CH2:61][CH2:62][N:63]([C:66](=[O:67])[O:68][C:69]([CH3:70])([CH3:71])[CH3:72])[CH2:64][CH2:65]6)[c:53]([O:56][CH3:57])[cH:54][c:55]45)[cH:73][cH:74]3)[cH:11][cH:12][cH:13]2)[cH:6][cH:7]1. Reactants: R-(+)-p-menth-4(8)-en-3-one, [OH-].[K+] (KOH), Cl (HCl), C[C@@H]1CCC(=C(C)C)C(=O)C1 ((R)-pulegone). Run at time 8 hour. Product: ketones, C(C[C@H](C)CCC=C(C)C)(=O)O ((R)-(+)-citronellic acid). RXN SMILES: Cl.[CH3:2][C@H:3]1[CH2:12][C:10](=[O:11])[C:6](=[C:7]([CH3:9])[CH3:8])[CH2:5][CH2:4]1.[OH-:13].[K+]>>[C:10]([OH:11])(=[O:13])[CH2:12][C@@H:3]([CH2:4][CH2:5][CH:6]=[C:7]([CH3:8])[CH3:9])[CH3:2] |f:2.3|. Procedure details: 44.3 g of HCl gas (measured by determining the weight gain) were passed into 187.2 g (1.045 mol) of technical (85% pure) (R)-pulegone (or R-(+)-p-menth-4(8)-en-3-one) while cooling in ice. After the reaction solution had stood overnight, it was poured into 2.0 l of 5% strength KOH solution and stirred at RT (=room temperature) for 2 h. It was subsequently extracted 5 times with 200 ml of diethyl ether each time. The extract contains pulegone and isopulegone, which can be reused. On addition of c... Starting materials: [Cl-].[NH4+] (ammonium chloride), S(=O)(=O)([O-])[O-].[Mg+2] (magnesium sulfate), CN1CCOCC1 (4-methylmorpholine), C(C(C)C)OC(=O)Cl (isobutylchloroformate), C(C)(C)(C)OC(C[C@@H](C(=O)O)NC(=O)OC(C)(C)C)=O ((S)-4-t-butoxy-2-(t-butoxycarbonylamino)-4-oxobutanoic acid). Solvent: O (water), C(C)(=O)OCC (ethyl acetate), O1CCCC1 (tetrahydrofuran). Reaction conditions: temperature 0 celsius, time 10 minute. The product is C(C)(C)(C)OC(=O)N[C@@H](CC(=O)OC(C)(C)C)CO ((S)-t-butyl 3-(t-butoxycarbonylamino)-4-hydroxybutanoate). Isolated yield 97.7%. RXN SMILES: [C:1]([O:5][C:6](=[O:20])[CH2:7][C@H:8]([NH:12][C:13]([O:15][C:16]([CH3:19])([CH3:18])[CH3:17])=[O:14])[C:9](O)=[O:10])([CH3:4])([CH3:3])[CH3:2].CN1CCOCC1.C(OC(Cl)=O)C(C)C.[Cl-].[NH4+].S([O-])([O-])(=O)=O.[Mg+2]>O.C(OCC)(=O)C.O1CCCC1>[C:16]([O:15][C:13]([NH:12][C@H:8]([CH2:9][OH:10])[CH2:7][C:6]([O:5][C:1]([CH3:4])([CH3:3])[CH3:2])=[O:20])=[O:14])([CH3:18])([CH3:17])[CH3:19] |f:3.4,5.6|. Reported procedure: 2.0 g of (S)-4-t-butoxy-2-(t-butoxycarbonylamino)-4-oxobutanoic acid and 14 mL of tetrahydrofuran were added to 50 mL flask and then the resulting reaction solution was cooled to 0° C. While the reaction solution was stirred, 1.0 mL of 4-methylmorpholine was dropped, and after 10 minutes, 1.2 mL of isobutylchloroformate was dropped, and then stirred for 1 hour. The produced solid was filtered with diatomite, was washed with 14 mL of tetrahydrofuran, and then the filtrate was cooled to 0° C. 523 ...